From a dataset of the Open Reaction Database (ORD), a public repository of structured organic reaction records. describe an organic reaction: reactants, conditions, products, and yield Reactants: C(C)OCC (Diethyl ether), C(C)(C)(C)OC(=O)C1=C(N=C(S1)C=1C(OC2=CC(=CC=C2C1)O)=O)C (2-(7-hydroxy-2-oxo-2H-chromen-3-yl)-4-methyl-thiazole-5-carboxylic acid tert-butyl ester), C1(=CC=CC=C1)OC (anisole), FC(C(=O)O)(F)F (trifluoroacetic acid). Solvent: ClCCl (dichloromethane). Run at time 6 hour. The product is OC1=CC=C2C=C(C(OC2=C1)=O)C=1SC(=C(N1)C)C(=O)O (2-(7-Hydroxy-2-oxo-2H-chromen-3-yl)-4-methyl-thiazole-5-carboxylic acid). The yield is 87.0%. RXN SMILES: C([O:5][C:6]([C:8]1[S:12][C:11]([C:13]2[C:14](=[O:24])[O:15][C:16]3[C:21]([CH:22]=2)=[CH:20][CH:19]=[C:18]([OH:23])[CH:17]=3)=[N:10][C:9]=1[CH3:25])=[O:7])(C)(C)C.C1(OC)C=CC=CC=1.FC(F)(F)C(O)=O.C(OCC)C>ClCCl>[OH:23][C:18]1[CH:17]=[C:16]2[C:21]([CH:22]=[C:13]([C:11]3[S:12][C:8]([C:6]([OH:7])=[O:5])=[C:9]([CH3:25])[N:10]=3)[C:14](=[O:24])[O:15]2)=[CH:20][CH:19]=1. Procedure details: To a suspension of 2-(7-hydroxy-2-oxo-2H-chromen-3-yl)-4-methyl-thiazole-5-carboxylic acid tert-butyl ester (387 mg, 1.08 mmol) and anisole (117 μL, 117 mg, 1.08 mmol) in anhydrous dichloromethane (5 mL) was added trifluoroacetic acid (5 mL) and the obtained solution was stirred at room temperature for 6 h. Diethyl ether (30 mL) was added, the precipitate was collected, washed with diethyl ether and dried in air. In this manner the title compound (285 mg, 0.94 mmol, 87%) was obtained as a light ...